This data is from the Open Reaction Database (ORD), a public repository of structured organic reaction records. The task is: describe an organic reaction: reactants, conditions, products, and yield The reactants are 57.5, ClC1=CC2=C(N(C(N2)=O)CCCO)C=C1Cl (5,6-dichloro-1,3-dihydro-1-(3-hydroxypropyl)-2H-benzimidazol-2-one), Br (hydrobromic acid). The solvent is O (water), O (water). Yields the product 59, BrCCCN1C(NC2=C1C=C(C(=C2)Cl)Cl)=O (1-(3-bromopropyl)-5,6-dichloro-1,3-dihydro-2H-benzimidazol-2-one). Yield: 81.0%. RXN SMILES: [Cl:1][C:2]1[C:15]([Cl:16])=[CH:14][C:5]2[N:6]([CH2:10][CH2:11][CH2:12]O)[C:7](=[O:9])[NH:8][C:4]=2[CH:3]=1.[BrH:17]>O>[Br:17][CH2:12][CH2:11][CH2:10][N:6]1[C:5]2[CH:14]=[C:15]([Cl:16])[C:2]([Cl:1])=[CH:3][C:4]=2[NH:8][C:7]1=[O:9]. Reported procedure: A mixture of 57.5 parts of 5,6-dichloro-1,3-dihydro-1-(3-hydroxypropyl)-2H-benzimidazol-2-one and 450 parts of a hydrobromic acid solution 48% in water is stirred and refluxed for 2.50 hours. The reaction mixture is cooled and water is added. The precipitated product is filtered off, stirred in 700 parts of water, filtered off again and dried in vacuo, yielding 59 parts (81%) of 1-(3-bromopropyl)-5,6-dichloro-1,3-dihydro-2H-benzimidazol-2-one; mp. 198.1° C. Starting materials: polyisobutylene, C12C=CC(CC1)C2 (norbornene), liquid, S(=O)=O (sulfur dioxide). Run in CCCCCCC (n-heptane), CCCCCCC (n-heptane). Run at time 5 minute. The product is polyisobutylene, C12C=CC(CC1)C2.S(=O)=O (norbornene sulfur dioxide). As a reaction SMILES: [S:1](=[O:3])=[O:2].[CH:4]12[CH2:10][CH:7]([CH2:8][CH2:9]1)[CH:6]=[CH:5]2>CCCCCCC>[CH:4]12[CH2:10][CH:7]([CH2:8][CH2:9]1)[CH:6]=[CH:5]2.[S:1](=[O:3])=[O:2] |f:3.4|. Reported procedure: In a preferred embodiment, which is intended to be illustrative only, to polyisobutylene having a molecular weight of about 4 × 106 and dissolved at a level of 5 grams in 100 ml of n-heptane is added 20 ml of liquid sulfur dioxide at a temperature of 0°C. Ten grams of norbornene dissolved in 10 ml of n-heptane is added and this mixture is agitated at 10,000 rpm for 5 minutes. The agitation is terminated and a block copolymer of polyisobutylene and norbornene-sulfur dioxide is isolated by precipi... Yields the product C(C)(C)C1=C2C(NS(=O)(=O)C2=CC(=C1)NC(C)=O)=O (4-isopropyl-6-acetylaminosaccharin). Reactants: C(C)(C)C1=C2C(NS(=O)(=O)C2=CC(=C1)N)=O (4-isopropyl-6-aminosaccharin), C(C)(=O)Cl (acetyl chloride). Procedure details: Reaction of 4-isopropyl-6-aminosaccharin with one molar equivalent of acetyl chloride affords 4-isopropyl-6-acetylaminosaccharin. RXN SMILES: [CH:1]([C:4]1[CH:14]=[C:13]([NH2:15])[CH:12]=[C:11]2[C:5]=1[C:6](=[O:16])[NH:7][S:8]2(=[O:10])=[O:9])([CH3:3])[CH3:2].[C:17](Cl)(=[O:19])[CH3:18]>>[CH:1]([C:4]1[CH:14]=[C:13]([NH:15][C:17](=[O:19])[CH3:18])[CH:12]=[C:11]2[C:5]=1[C:6](=[O:16])[NH:7][S:8]2(=[O:10])=[O:9])([CH3:3])[CH3:2]. Reactants: C1(CC1)C1=CC=C(CNCCC2=CC(=C(C=C2)F)C(F)(F)F)C=C1 ((4-cyclopropylbenzyl)-[2-(4-fluoro-3-trifluoromethylphenyl)-ethyl]-amine), [BH4-].[Na+] (sodium borohydride), COC1(CC1)C1=CC=C(C=O)C=C1 (4-(1-methoxy-cyclopropyl)-benzaldehyde), FC(C=1C=C(C=CC1)CCN)(F)F (2-(3-trifluoromethylphenyl)-ethylamine). The product is COC1(CC1)C1=CC=C(CNCCC2=CC(=CC=C2)C(F)(F)F)C=C1 ([4-(1-methoxycyclopropyl)-benzyl]-[2-(3-trifluoromethylphenyl)-ethyl]-amine). RXN SMILES: [CH:1]1([C:4]2[CH:24]=[CH:23][C:7]([CH2:8][NH:9][CH2:10][CH2:11][C:12]3[CH:17]=[CH:16][C:15](F)=[C:14]([C:19]([F:22])([F:21])[F:20])[CH:13]=3)=[CH:6][CH:5]=2)[CH2:3][CH2:2]1.[CH3:25][O:26]C1(C2C=CC(C=O)=CC=2)CC1.FC(F)(F)C1C=C(CCN)C=CC=1.[BH4-].[Na+]>>[CH3:25][O:26][C:1]1([C:4]2[CH:24]=[CH:23][C:7]([CH2:8][NH:9][CH2:10][CH2:11][C:12]3[CH:17]=[CH:16][CH:15]=[C:14]([C:19]([F:22])([F:21])[F:20])[CH:13]=3)=[CH:6][CH:5]=2)[CH2:3][CH2:2]1 |f:3.4|. Procedure: The title compound was synthesized in analogy to (4-cyclopropylbenzyl)-[2-(4-fluoro-3-trifluoromethylphenyl)-ethyl]-amine (described in example S53) using 4-(1-methoxy-cyclopropyl)-benzaldehyde (105 mg, 0.60 mmol), 2-(3-trifluoromethylphenyl)-ethylamine (113 mg, 0.60 mmol) and sodium borohydride (34 mg, 0.89 mmol). The desired product was isolated without further purification as a colorless oil. MS (ISP) 350.4 (M+H)+. The reactants are C1(=CC=CC=C1)[C@H](CC(=O)O)C1=CNC2=CC(=CC=C12)OCCCNC1=NC=CC=C1 ((3S)-3-Phenyl-3-{6-[3-(pyridin-2-ylamino)propoxy]indol-3-yl}propionic acid), CS(=O)(=O)O (methanesulfonic acid). Run in O1CCOCC1 (dioxane), O (water). The product is CS(=O)(=O)O.C1(=CC=CC=C1)[C@H](CC(=O)O)C1=CNC2=CC(=CC=C12)OCCCNC1=NC=CC=C1 ((3S)-3-phenyl-3-{6-[3-(pyridin-2-ylamino)propoxy]indol-3-yl}propionic acid methanesulfonate). Reaction SMILES: [C:1]1([C@@H:7]([C:12]2[C:20]3[C:15](=[CH:16][C:17]([O:21][CH2:22][CH2:23][CH2:24][NH:25][C:26]4[CH:31]=[CH:30][CH:29]=[CH:28][N:27]=4)=[CH:18][CH:19]=3)[NH:14][CH:13]=2)[CH2:8][C:9]([OH:11])=[O:10])[CH:6]=[CH:5][CH:4]=[CH:3][CH:2]=1.[CH3:32][S:33]([OH:36])(=[O:35])=[O:34]>O1CCOCC1.O>[CH3:32][S:33]([OH:36])(=[O:35])=[O:34].[C:1]1([C@@H:7]([C:12]2[C:20]3[C:15](=[CH:16][C:17]([O:21][CH2:22][CH2:23][CH2:24][NH:25][C:26]4[CH:31]=[CH:30][CH:29]=[CH:28][N:27]=4)=[CH:18][CH:19]=3)[NH:14][CH:13]=2)[CH2:8][C:9]([OH:11])=[O:10])[CH:6]=[CH:5][CH:4]=[CH:3][CH:2]=1 |f:4.5|. Procedure: 2 g (4.8 mmol) of the internal salt 46 are dissolved in 5 ml of dioxane and stirred for 2 hours at RT with 310 μl (4.8 mmol) of methanesulfonic acid in 5 ml of water. The solution is subsequently evaporated, giving (3S)-3-phenyl-3-{6-[3-(pyridin-2-ylamino)propoxy]indol-3-yl}propionic acid methanesulfonate after freeze-drying from acetonitrile/water.